This data is from the Open Reaction Database (ORD), a public repository of structured organic reaction records. The task is: describe an organic reaction: reactants, conditions, products, and yield The reactants are [BH4-], CO, COc1cc2ncnc(Nc3cccc(Cl)c3F)c2cc1C=O, [Na+]. The product is COc1cc2ncnc(Nc3cccc(Cl)c3F)c2cc1CO. As a reaction SMILES: [BH4-:1].[CH3:26][OH:27].[Cl:3][c:4]1[c:5]([F:25])[c:6]([NH:10][c:11]2[n:12][cH:13][n:14][c:15]3[cH:16][c:17]([O:23][CH3:24])[c:18]([CH:21]=[O:22])[cH:19][c:20]23)[cH:7][cH:8][cH:9]1.[Na+:2]>>[Cl:3][c:4]1[c:5]([F:25])[c:6]([NH:10][c:11]2[n:12][cH:13][n:14][c:15]3[cH:16][c:17]([O:23][CH3:24])[c:18]([CH2:21][OH:22])[cH:19][c:20]23)[cH:7][cH:8][cH:9]1. Reactants: Cl (HCl), C(C1=CC=CC=C1)C1=CN(C2=CC=CC=C12)CC(=O)OC (Methyl (3-benzylindol-1-yl)acetate), CC(C)C[AlH]CC(C)C (DIBAL), CO (MeOH). The solvent is O (H2O), C1(=CC=CC=C1)C (toluene), C1(=CC=CC=C1)C (toluene). Conditions: temperature -65 celsius, time 1 hour. Product: C(C1=CC=CC=C1)C1=CN(C2=CC=CC=C12)CC=O ((3-Benzylindol-1-yl)acetaldehyde). Reaction SMILES: [CH2:1]([C:8]1[C:16]2[C:11](=[CH:12][CH:13]=[CH:14][CH:15]=2)[N:10]([CH2:17][C:18](OC)=[O:19])[CH:9]=1)[C:2]1[CH:7]=[CH:6][CH:5]=[CH:4][CH:3]=1.CC(C[AlH]CC(C)C)C.CO.Cl>C1(C)C=CC=CC=1.O>[CH2:1]([C:8]1[C:16]2[C:11](=[CH:12][CH:13]=[CH:14][CH:15]=2)[N:10]([CH2:17][CH:18]=[O:19])[CH:9]=1)[C:2]1[CH:3]=[CH:4][CH:5]=[CH:6][CH:7]=1. Procedure: To a solution of the product from Step 1 (470 mg, 1.68 mmol) in toluene (15 mL) at -65° C. there was slowly added 1.0M DIBAL in toluene (2.24 mL, 2.24 mmol) and the mixture was stirred at -65° C. for 1 hour. There was slowly added MeOH (5 mL) and the mixture was then allowed to warm up to r.t. There was added H2O (20 mL) and 1N aqueous HCl (10 mL) and after shaking the organic phase was washed with H2O, dried over MgSO4 and evaporated down to an oily residue which was taken as such to the next s... Starting materials: COc1ccc(CN)cc1, O=[N+]([O-])c1ccc(Oc2ccnc(Cl)n2)c(F)c1, ClCCl, [K+], [K+], O=C([O-])[O-], CN(C)C=O, O. Reaction SMILES: [CH3:19][O:20][c:21]1[cH:22][cH:23][c:24]([CH2:25][NH2:26])[cH:27][cH:28]1.[Cl:1][c:2]1[n:3][cH:4][cH:5][c:6]([O:8][c:9]2[c:10]([F:18])[cH:11][c:12]([N+:15](=[O:16])[O-:17])[cH:13][cH:14]2)[n:7]1.[Cl:41][CH2:42][Cl:43].[K+:29].[K+:30].[O-:31][C:32]([O-:33])=[O:34].[O:35]=[CH:36][N:37]([CH3:38])[CH3:39].[OH2:40]>>[c:2]1([NH:26][CH2:25][c:24]2[cH:23][cH:22][c:21]([O:20][CH3:19])[cH:28][cH:27]2)[n:3][cH:4][cH:5][c:6]([O:8][c:9]2[c:10]([F:18])[cH:11][c:12]([N+:15](=[O:16])[O-:17])[cH:13][cH:14]2)[n:7]1. The product is COc1ccc(CNc2nccc(Oc3ccc([N+](=O)[O-])cc3F)n2)cc1. Reactants: CCCCCC.C(C)OC(C)=O (n-hexane ethylacetate), COC1OC=C(C2C1C=CC2)COCC2=CC=C(C=C2)OC (1-methoxy-4-(p-methoxybenzyloxymethyl)-1,4a,5,7a-tetrahydrocyclopenta[c]pyran), C([O-])(O)=O.[Na+] (sodium bicarbonate), [F-].C(CCC)[N+](CCCC)(CCCC)CCCC (tetrabutylammoniumfluoride). Run in O1CCCC1 (tetrahydrofuran). Run at time 2 hour. Yields the product OCC1=CC[C@H]2[C@@H]1[C@@H](OC=C2COCC2=CC=C(C=C2)OC)OC ((1R,4aS,7aS)-7-hydroxymethyl-1-methoxy-4-(p-methoxybenzyloxymethyl)-1,4a,5,7a-tetrahydrocyclopenta[c]pyran). Yield: 70.0%. Reaction SMILES: [CH3:1][O:2][CH:3]1[CH:8]2[CH:9]=[CH:10][CH2:11][CH:7]2[C:6]([CH2:12][O:13][CH2:14][C:15]2[CH:20]=[CH:19][C:18]([O:21][CH3:22])=[CH:17][CH:16]=2)=[CH:5][O:4]1.[F-].C([N+](CCCC)(CCCC)CCCC)CCC.[C:41](=O)(O)[O-:42].[Na+].CCCCCC.C(OC(=O)C)C>O1CCCC1>[OH:42][CH2:41][C:9]1[C@H:8]2[C@H:3]([O:2][CH3:1])[O:4][CH:5]=[C:6]([CH2:12][O:13][CH2:14][C:15]3[CH:20]=[CH:19][C:18]([O:21][CH3:22])=[CH:17][CH:16]=3)[C@H:7]2[CH2:11][CH:10]=1 |f:1.2,3.4,5.6|. Procedure details: 1.578 g (3.53 mmol) of (1R,4aS,7aS)-7-t-butyldimethylsilyloxymethyl)-1-methoxy-4-(p-methoxybenzyloxymethyl)-1,4a,5,7a-tetrahydrocyclopenta[c]pyran was dissolved in 13 mg of tetrahydrofuran and then 3.8 ml (3.89 mmol) of tetrabutylammoniumfluoride (1M in THF) was added thereto. After stirring for 2 hours, the reaction was stopped by adding saturated aqueous sodium bicarbonate solution. The reaction solution was extracted with diethylether and saturated saline solution, dried over anhydrous magnes... Starting materials: BrCc1ccccc1, O=C([O-])[O-], CCCCCC, CN(C)C=O, CCOC(C)=O, [K+], [K+], CC(C)(C)OC(=O)N1CCC(c2ccc(O)cc2)C(O)C1. The product is CC(C)(C)OC(=O)N1CCC(c2ccc(OCc3ccccc3)cc2)C(O)C1. Reaction SMILES: [Br:34][CH2:35][c:36]1[cH:37][cH:38][cH:39][cH:40][cH:41]1.[C:28](=[O:29])([O-:30])[O-:31].[CH3:1][CH2:2][CH2:3][CH2:4][CH2:5][CH3:6].[CH3:42][N:43]([CH3:44])[CH:45]=[O:46].[CH3:47][CH2:48][O:49][C:50](=[O:51])[CH3:52].[K+:32].[K+:33].[OH:7][CH:8]1[CH2:9][N:10]([C:21](=[O:22])[O:23][C:24]([CH3:25])([CH3:26])[CH3:27])[CH2:11][CH2:12][CH:13]1[c:14]1[cH:15][cH:16][c:17]([OH:20])[cH:18][cH:19]1>>[OH:7][CH:8]1[CH2:9][N:10]([C:21](=[O:22])[O:23][C:24]([CH3:25])([CH3:26])[CH3:27])[CH2:11][CH2:12][CH:13]1[c:14]1[cH:15][cH:16][c:17]([O:20][CH2:35][c:36]2[cH:37][cH:38][cH:39][cH:40][cH:41]2)[cH:18][cH:19]1. Reactants: Cl (HCl), hydrochloride salt, COC=1C=C(C=C(C1OC)OC)C(CC1(CCCCC1)NC([C@H]1NCCC1)=O)=O (L-proline, 1-[2-(3,4,5-trimethoxyphenyl)-2-oxoethyl] cyclohexylamide). The solvent is CCOCC (Et2O). Product: Cl.COC=1C=C(C=C(C1OC)OC)C(CC1(CCCCC1)NC([C@H]1NCCC1)=O)=O (L-Proline, 1-[2-(3,4,5-Trimethoxyphenyl)-2-Oxoethyl] Cyclohexyl amide Hydrochloride). RXN SMILES: [ClH:1].[CH3:2][O:3][C:4]1[CH:5]=[C:6]([C:14](=[O:30])[CH2:15][C:16]2([NH:22][C:23](=[O:29])[C@@H:24]3[CH2:28][CH2:27][CH2:26][NH:25]3)[CH2:21][CH2:20][CH2:19][CH2:18][CH2:17]2)[CH:7]=[C:8]([O:12][CH3:13])[C:9]=1[O:10][CH3:11]>CCOCC>[ClH:1].[CH3:13][O:12][C:8]1[CH:7]=[C:6]([C:14](=[O:30])[CH2:15][C:16]2([NH:22][C:23](=[O:29])[C@@H:24]3[CH2:28][CH2:27][CH2:26][NH:25]3)[CH2:21][CH2:20][CH2:19][CH2:18][CH2:17]2)[CH:5]=[C:4]([O:3][CH3:2])[C:9]=1[O:10][CH3:11] |f:3.4|. Procedure: Following the procedure described in Example 120, the coupling of N-[2-(3,4,5-trimethoxyphenyl)-2-oxoethyl] -L-proline hydrochloride (250 mg, 0.69 mmol) and cyclohexylamine (0.24 mL, 2.1 mmol) provided, after treatment with HCl in Et2O, 147 mg of the hydrochloride salt of L-proline, 1-[2-(3,4,5-trimethoxyphenyl)-2-oxoethyl] cyclohexylamide as a powder. Starting materials: CON, Cl, Cc1c(C)c2c(c(C)c1O)C(=O)CC1(CCC1)S2, c1ccncc1. The product is CON=C1CC2(CCC2)Sc2c(C)c(C)c(O)c(C)c21. Reaction SMILES: [CH3:20][O:21][NH2:22].[ClH:19].[OH:1][c:2]1[c:3]([CH3:18])[c:4]2[c:12]([c:13]([CH3:16])[c:14]1[CH3:15])[S:11][C:7]1([CH2:6][C:5]2=[O:17])[CH2:8][CH2:9][CH2:10]1.[cH:23]1[cH:24][cH:25][n:26][cH:27][cH:28]1>>[OH:1][c:2]1[c:3]([CH3:18])[c:4]2[c:12]([c:13]([CH3:16])[c:14]1[CH3:15])[S:11][C:7]1([CH2:6][C:5]2=[N:22][O:21][CH3:20])[CH2:8][CH2:9][CH2:10]1. The reactants are CO, O=C(O)c1ccccc1C(=O)NCCOC(c1ccc(Cl)cc1)c1ccc(-c2cn[nH]c2)cc1, NN, O. Product: NCCOC(c1ccc(Cl)cc1)c1ccc(-c2cn[nH]c2)cc1. RXN SMILES: [CH3:38][OH:39].[Cl:4][c:5]1[cH:6][cH:7][c:8]([CH:11]([O:12][CH2:13][CH2:14][NH:15][C:16](=[O:17])[c:18]2[c:19]([C:24]([OH:25])=[O:26])[cH:20][cH:21][cH:22][cH:23]2)[c:27]2[cH:28][cH:29][c:30](-[c:33]3[cH:34][n:35][nH:36][cH:37]3)[cH:31][cH:32]2)[cH:9][cH:10]1.[NH2:2][NH2:3].[OH2:1]>>[Cl:4][c:5]1[cH:6][cH:7][c:8]([CH:11]([O:12][CH2:13][CH2:14][NH2:15])[c:27]2[cH:28][cH:29][c:30](-[c:33]3[cH:34][nH:35][n:36][cH:37]3)[cH:31][cH:32]2)[cH:9][cH:10]1. Reactants: C(#N)C=1C=C(C=CC1S(=O)(=O)C(C)C)NC(N(C)C)=O (3-(3-Cyano-4-(isopropylsulfonyl)phenyl)-1,1-dimethylurea). Reagents/catalysts: [Ni] (Ni). Solvent: C1CCOC1 (THF). Reaction conditions: time 4 hour. Yields the product NCC=1C=C(C=CC1S(=O)(=O)C(C)C)NC(N(C)C)=O (3-(3-(Aminomethyl)-4-(isopropylsulfonyl)phenyl)-1,1-dimethylurea). Yield: 91.3%. Reaction SMILES: [C:1]([C:3]1[CH:4]=[C:5]([NH:15][C:16](=[O:20])[N:17]([CH3:19])[CH3:18])[CH:6]=[CH:7][C:8]=1[S:9]([CH:12]([CH3:14])[CH3:13])(=[O:11])=[O:10])#[N:2]>C1COCC1.[Ni]>[NH2:2][CH2:1][C:3]1[CH:4]=[C:5]([NH:15][C:16](=[O:20])[N:17]([CH3:18])[CH3:19])[CH:6]=[CH:7][C:8]=1[S:9]([CH:12]([CH3:14])[CH3:13])(=[O:11])=[O:10]. Procedure: To 16A (45 mg, 0.15 mmol) in THF (10 mL) was added Raney Ni (cat.) and the mixture was hydrogenated at 60 psi for 4 h. The reaction was filtered and concentrated to provide 16B (41 mg, 91%). LC-MS: 300.37 (M+H)+ The reactants are ClC1=CC(=C(C=C1O)SC)[N+](=O)[O-] (6-chloro-3-methylthio-4-nitrophenol), [OH-].[Na+] (NaOH), S(=O)([O-])S(=O)[O-].[Na+].[Na+] (sodium hydrosulphite). Run in O (water). Reaction conditions: time 15 minute. The product is NC1=C(C=C(C(=C1)Cl)O)SC (4-amino-6-chloro-3-(methylthio)phenol). As a reaction SMILES: [Cl:1][C:2]1[C:7]([OH:8])=[CH:6][C:5]([S:9][CH3:10])=[C:4]([N+:11]([O-])=O)[CH:3]=1.[OH-].[Na+].S(S([O-])=O)([O-])=O.[Na+].[Na+]>O>[NH2:11][C:4]1[CH:3]=[C:2]([Cl:1])[C:7]([OH:8])=[CH:6][C:5]=1[S:9][CH3:10] |f:1.2,3.4.5|. Procedure: The 6-chloro-3-methylthio-4-nitrophenol prepared in the preceding stage is added to a solution of 32 g of NaOH pellets in 270 ml of water, and 100 g of sodium hydrosulphite are then added rapidly without exceeding a temperature of 70° C. The mixture is stirred for a further 15 minutes after the addition is complete.